From a dataset of the Open Reaction Database (ORD), a public repository of structured organic reaction records. describe an organic reaction: reactants, conditions, products, and yield Starting materials: ClC1=C(C=C2CC(C(C2=C1Cl)=O)(C)CC1CCCC1)CC(=O)N ((6,7-Dichloro-2-cyclopentylmethyl-2,3-dihydro-2-methyl-1-oxo-1H-inden-5-yl)acetamide), C(C(=O)OCC)(=O)OCC (diethyl oxalate), ice, ice water, CC(C)([O-])C.[K+] (Potassium t-butoxide), Cl (hydrochloric acid). Solvent: CN(C=O)C (dimethylformamide). Run at time 20 minute. Yields the product ClC1=C(C=C2CC(C(C2=C1Cl)=O)(C)CC1CCCC1)C=1C(NC(C1O)=O)=O (3-(6,7-Dichloro-2-cyclopentylmethyl-2,3-dihydro- 2-methyl-1-oxo-1H-inden-5-yl)-4-hydroxy-1H-pyrrole-2,5-dione). As a reaction SMILES: [Cl:1][C:2]1[C:10]([Cl:11])=[C:9]2[C:5]([CH2:6][C:7]([CH2:14][CH:15]3[CH2:19][CH2:18][CH2:17][CH2:16]3)([CH3:13])[C:8]2=[O:12])=[CH:4][C:3]=1[CH2:20][C:21]([NH2:23])=[O:22].[C:24](OCC)(=[O:30])[C:25](OCC)=[O:26].CC(C)([O-])C.[K+].Cl>CN(C)C=O>[Cl:1][C:2]1[C:10]([Cl:11])=[C:9]2[C:5]([CH2:6][C:7]([CH2:14][CH:15]3[CH2:19][CH2:18][CH2:17][CH2:16]3)([CH3:13])[C:8]2=[O:12])=[CH:4][C:3]=1[C:20]1[C:21](=[O:22])[NH:23][C:25](=[O:26])[C:24]=1[OH:30] |f:2.3|. Procedure: (6,7-Dichloro-2-cyclopentylmethyl-2,3-dihydro-2-methyl-1-oxo-1H-inden-5-yl)acetamide (5 g., 0.0141 mole) and diethyl oxalate (2.19 g., 0.015 mole) are dissolved in dry dimethylformamide (30 ml.) and stirred in an ice bath under nitrogen for 20 minutes. Potassium t-butoxide (3.53 g., 0.0315 mole) is then added in two portions 15 minutes apart. The mixture is stirred while cooling in the ice bath for another 45 minutes, then stirred at room temperature for 18 hours and poured into ice water (500 m... The reactants are O1C(CCCC1)N1N=CC=C1B1OC(C(O1)(C)C)(C)C (1-(tetrahydro-2H-pyran-2-yl)-5-(4,4,5,5-tetramethyl-1,3,2-dioxaborolan-2-yl)-1H-pyrazole), BrC1=CC=C2CCN(C2=C1)C([C@H](CC1=CC=CC=C1)NC(OC(C)(C)C)=O)=O ((S)-tert-butyl 1-(6-bromoindolin-1-yl)-1-oxo-3-phenylpropan-2-ylcarbamate), C([O-])([O-])=O.[Na+].[Na+] (sodium carbonate). The reagents and catalysts are C1=CC=C(C=C1)P([C-]2C=CC=C2)C3=CC=CC=C3.C1=CC=C(C=C1)P([C-]2C=CC=C2)C3=CC=CC=C3.Cl[Pd]Cl.[Fe+2] (Pd(dppf)Cl2), C1=CC=C(C=C1)P([C-]2C=CC=C2)C3=CC=CC=C3.C1=CC=C(C=C1)P([C-]2C=CC=C2)C3=CC=CC=C3.Cl[Pd]Cl.[Fe+2] (Pd(dppf)Cl2). Solvent: O (water). Reaction conditions: temperature 85 celsius, time 3 hour. Yields the product O=C([C@H](CC1=CC=CC=C1)NC(OC(C)(C)C)=O)N1CCC2=CC=C(C=C12)C1=CC=NN1C1OCCCC1 (tert-butyl (S)-1-oxo-3-phenyl-1-(6-(1-(tetrahydro-2H-pyran-2-yl)-1H-pyrazol-5-yl)indolin-1-yl)propan-2-ylcarbamate). The yield is 28.6%. RXN SMILES: [O:1]1[CH2:6][CH2:5][CH2:4][CH2:3][CH:2]1[N:7]1[C:11](B2OC(C)(C)C(C)(C)O2)=[CH:10][CH:9]=[N:8]1.Br[C:22]1[CH:30]=[C:29]2[C:25]([CH2:26][CH2:27][N:28]2[C:31](=[O:48])[C@@H:32]([NH:40][C:41](=[O:47])[O:42][C:43]([CH3:46])([CH3:45])[CH3:44])[CH2:33][C:34]2[CH:39]=[CH:38][CH:37]=[CH:36][CH:35]=2)=[CH:24][CH:23]=1.C(=O)([O-])[O-].[Na+].[Na+]>O.C1C=CC(P(C2C=CC=CC=2)[C-]2C=CC=C2)=CC=1.C1C=CC(P(C2C=CC=CC=2)[C-]2C=CC=C2)=CC=1.Cl[Pd]Cl.[Fe+2]>[O:48]=[C:31]([N:28]1[C:29]2[C:25](=[CH:24][CH:23]=[C:22]([C:11]3[N:7]([CH:2]4[CH2:3][CH2:4][CH2:5][CH2:6][O:1]4)[N:8]=[CH:9][CH:10]=3)[CH:30]=2)[CH2:26][CH2:27]1)[C@@H:32]([NH:40][C:41](=[O:47])[O:42][C:43]([CH3:46])([CH3:44])[CH3:45])[CH2:33][C:34]1[CH:35]=[CH:36][CH:37]=[CH:38][CH:39]=1 |f:2.3.4,6.7.8.9|. Reported procedure: To DMF (1.1 ml) in a sealed tube flushed with nitrogen was added 1-(tetrahydro-2H-pyran-2-yl)-5-(4,4,5,5-tetramethyl-1,3,2-dioxaborolan-2-yl)-1H-pyrazole (62 mg, 230 μmol), (S)-tert-butyl 1-(6-bromoindolin-1-yl)-1-oxo-3-phenylpropan-2-ylcarbamate (100 mg, 230 μmol), 1M sodium carbonate solution (630 μl, 630 μmol), and 1,1′-dis(diphenylphosphino)ferrocene-palladium (II) dichloride dichloromethane complex (Pd(dppf)Cl2) (9.2 mg, 11 μmol). The slurry was heated to 85° C. and stirred for three hours.... Starting materials: [H-].[Na+] (Sodium hydride), solid, [H-].[Na+] (NaH), ClC1=NC(=NC=C1)SC (4-Chloro-2-(methylthio)pyrimidine), C1(=CC=CC=C1)C=1NC=CN1 (2-Phenylimidazole). The solvent is CN(C)C=O (DMF). Conditions: temperature 0 celsius, time 10 minute. Yields the product CSC1=NC=CC(=N1)N1C(=NC=C1)C1=CC=CC=C1 (2-(methylthio)-4-(2-phenyl-1H-imidazol-1-yl)pyrimidine). As a reaction SMILES: [C:1]1([C:7]2[NH:8][CH:9]=[CH:10][N:11]=2)[CH:6]=[CH:5][CH:4]=[CH:3][CH:2]=1.[H-].[Na+].Cl[C:15]1[CH:20]=[CH:19][N:18]=[C:17]([S:21][CH3:22])[N:16]=1>CN(C=O)C>[CH3:22][S:21][C:17]1[N:18]=[C:19]([N:11]2[CH:10]=[CH:9][N:8]=[C:7]2[C:1]2[CH:2]=[CH:3][CH:4]=[CH:5][CH:6]=2)[CH:20]=[CH:15][N:16]=1 |f:1.2|. Procedure details: 2-Phenylimidazole (1-2, 50 g, 347 mmol) was dissolved in 400 ml DMF and the resulting solution was cooled to 0° C. Sodium hydride (8.32 g of solid NaH, plus 13.9 g of a 60% dispersion in mineral oil, 347 mmol) was added and the mixture was stirred for 10 minutes. 4-Chloro-2-(methylthio)pyrimidine (1-1, 55.7 g, 347 mmol) was then added over 2 minutes. The reaction was then heated to 100° C. After stirring overnight the reaction was partitioned between water and EtOAc. The organic phase was washed... Starting materials: C(C1=CC=CC=C1)N1CCC(=C(CC1)C#N)Cl (1-benzyl-4-chloro-5-cyano-2,3,6,7-tetrahydro-1H-azepine), C(CO)(=O)OCCCC (butyl glycolate), [H-].[Na+] (sodium hydride), ice. Run in O1CCOCC1 (dioxane), O1CCOCC1 (dioxane), O1CCOCC1 (dioxane). Run at time 1 hour. Yields the product NC1=C(OC=2CCN(CCC21)CC2=CC=CC=C2)C(=O)OCCCC (Butyl 3-amino-6-benzyl-5,6,7,8-tetrahydro-4H-furo[2,3-d]azepine-2-carboxylate). RXN SMILES: [C:1]([O:5][CH2:6][CH2:7][CH2:8][CH3:9])(=[O:4])[CH2:2][OH:3].[H-].[Na+].[CH2:12]([N:19]1[CH2:25][CH2:24][C:23]([C:26]#[N:27])=[C:22](Cl)[CH2:21][CH2:20]1)[C:13]1[CH:18]=[CH:17][CH:16]=[CH:15][CH:14]=1>O1CCOCC1>[NH2:27][C:26]1[C:23]2[CH2:24][CH2:25][N:19]([CH2:12][C:13]3[CH:18]=[CH:17][CH:16]=[CH:15][CH:14]=3)[CH2:20][CH2:21][C:22]=2[O:3][C:2]=1[C:1]([O:5][CH2:6][CH2:7][CH2:8][CH3:9])=[O:4] |f:1.2|. Reported procedure: A solution of 1.0 gm (0.008 mol) of butyl glycolate in 8 ml of absolute dioxane was added dropwise to a suspension of 0.4 gm (0.008 mol) of 50% sodium hydride in 5 ml of absolute dioxane, and the mixture was stirred for one hour at room temperature. Then, while the mixture was cooled with ice, a solution of 1.0 gm (0.004 mol) of 1-benzyl-4-chloro-5-cyano-2,3,6,7-tetrahydro-1H-azepine in 15 ml of absolute dioxane was added, and the mixture was stirred for one hour. The reaction mixture was then p...